This data is from the Open Reaction Database (ORD), a public repository of structured organic reaction records. The task is: describe an organic reaction: reactants, conditions, products, and yield Starting materials: CCC(=O)n1c(=O)oc2ccccc21, C=CC=O. The product is C=CC(O)C(C)C(=O)n1c(=O)oc2ccccc21. RXN SMILES: [C:1]([CH2:2][CH3:3])(=[O:4])[n:5]1[c:6](=[O:14])[o:7][c:8]2[c:9]1[cH:10][cH:11][cH:12][cH:13]2.[CH:15](=[O:16])[CH:17]=[CH2:18]>>[C:1]([CH:2]([CH3:3])[CH:15]([OH:16])[CH:17]=[CH2:18])(=[O:4])[n:5]1[c:6](=[O:14])[o:7][c:8]2[c:9]1[cH:10][cH:11][cH:12][cH:13]2. The reactants are FC(C=1C=C2N=C3C(=CC=CC3=CC2=CC1)C(=O)OC)(F)F (methyl 6-trifluoromethylacridine-4-carboxylate). Run in CO.O (MeOH H2O). Yields the product FC(C=1C=C2N=C3C(=CC=CC3=CC2=CC1)C(=O)O)(F)F (6-trifluoromethylacridine-4-carboxylic acid). Yield: 81.0%. As a reaction SMILES: [F:1][C:2]([F:22])([F:21])[C:3]1[CH:4]=[C:5]2[C:14](=[CH:15][CH:16]=1)[CH:13]=[C:12]1[C:7]([C:8]([C:17]([O:19]C)=[O:18])=[CH:9][CH:10]=[CH:11]1)=[N:6]2>CO.O>[F:22][C:2]([F:1])([F:21])[C:3]1[CH:4]=[C:5]2[C:14](=[CH:15][CH:16]=1)[CH:13]=[C:12]1[C:7]([C:8]([C:17]([OH:19])=[O:18])=[CH:9][CH:10]=[CH:11]1)=[N:6]2 |f:1.2|. Procedure: Cyclization of this as above, followed by immediate hydrolysis of the crude methyl 6-trifluoromethylacridine-4-carboxylate, gave 6-trifluoromethylacridine-4-carboxylic acid (81%), mp (MeOH/H2O) 244-246° C. 1H NMR [(CD3)2SO] δ 7.93 (t, J=7.9 Hz, 1 H, H-3), 7.98 (dd, J=8.9, 1.5 Hz, 1 H, ArH), 8.56 (d, J=8.8 Hz, 1 H, ArH), 8.60 (d, J=8.5 Hz, 1 H, ArH), 8.79 (dd, J=7.0, 1.1 Hz, 1 H, ArH), 8.86 (s, 1 H, H-5), 9.66 (s, 1 H, H-9). Starting materials: Cl (hydrochloric acid), BrC1=C(C(=C(C=C1)OCC)F)Cl (1-bromo-2-chloro-4-ethoxy-3-fluorobenzene), C(CC)[C@@H]1CC[C@H](CC1)CCC1CCC(CC1)=O (4-(2-(trans-4-propylcyclohexyl)ethyl)cyclohexanone), [Mg] (magnesium). Solvent: C1(=CC=CC=C1)C (toluene), C1CCOC1 (THF), C1CCOC1 (THF), C1CCOC1 (THF). Reaction conditions: temperature 43 celsius, time 30 minute. Yields the product ClC1=C(C=CC(=C1F)OCC)C1(CCC(CC1)CC[C@@H]1CC[C@H](CC1)CCC)O (1-(2-chloro-4-ethoxy-3-fluorophenyl)-4-(2-(trans-4-propylcyclohexyl)ethyl)cyclohexanol). The yield is 97.8%. RXN SMILES: [Mg].Br[C:3]1[CH:8]=[CH:7][C:6]([O:9][CH2:10][CH3:11])=[C:5]([F:12])[C:4]=1[Cl:13].[CH2:14]([C@H:17]1[CH2:22][CH2:21][C@H:20]([CH2:23][CH2:24][CH:25]2[CH2:30][CH2:29][C:28](=[O:31])[CH2:27][CH2:26]2)[CH2:19][CH2:18]1)[CH2:15][CH3:16].Cl>C1COCC1.C1(C)C=CC=CC=1>[Cl:13][C:4]1[C:5]([F:12])=[C:6]([O:9][CH2:10][CH3:11])[CH:7]=[CH:8][C:3]=1[C:28]1([OH:31])[CH2:27][CH2:26][CH:25]([CH2:24][CH2:23][C@H:20]2[CH2:19][CH2:18][C@H:17]([CH2:14][CH2:15][CH3:16])[CH2:22][CH2:21]2)[CH2:30][CH2:29]1. Reported procedure: 1.0 g of well dried magnesium and 30 mL of THF were placed in a reactor under nitrogen atmosphere, and heated to 43° C. 10.0 g of 1-bromo-2-chloro-4-ethoxy-3-fluorobenzene (6) dissolved in 20 mL of THF was slowly added dropwise thereto at a temperature range of from 43 to 51° C., followed by stirring for 30 minutes. Thereafter, 21.2 g of 4-(2-(trans-4-propylcyclohexyl)ethyl)cyclohexanone (7) dissolved in 20 mL of THF was slowly added dropwise thereto at a temperature range of from 50 to 55° C., ...